Dataset: the Open Reaction Database (ORD), a public repository of structured organic reaction records. Task: describe an organic reaction: reactants, conditions, products, and yield The reactants are bis-bromomethyl benzoic acid ester, C(C1=CC=CC=C1)N (benzylamine), O1CCCC1 (tetrahydrofuran). The solvent is C(C)N(CC)CC (triethylamine). The product is C(C1=CC=CC=C1)N1CC2=CC=CC=C2C1 (N-benzyl dihydroisoindole). Reaction SMILES: [CH2:1]([NH2:8])[C:2]1[CH:7]=[CH:6][CH:5]=[CH:4][CH:3]=1.O1[CH2:13][CH2:12][CH2:11][CH2:10]1>C(N(CC)CC)C>[CH2:1]([N:8]1[CH2:4][C:3]2[C:11](=[CH:12][CH:13]=[CH:1][CH:2]=2)[CH2:10]1)[C:2]1[CH:7]=[CH:6][CH:5]=[CH:4][CH:3]=1. Procedure details: In Scheme 3, the bis-bromomethyl benzoic acid ester (26) is reacted with benzylamine in a polar aprotic solvent such as tetrahydrofuran (THF) in the presence of a non-interfering base such as triethylamine to give the N-benzyl dihydroisoindole intermediate (27). The ester group in intermediate (27) is then reduced to the corresponding alcohol using lithium aluminium hydride in THF to give the hydroxymethyldihydroisoindole intermediate (28). Debenzylation of the hydroxymethyldihydroisoindole inte... Starting materials: OC=1C=C(C(=O)OC)C=CC1[N+](=O)[O-] (methyl 3-hydroxy-4-nitrobenzoate), ICCCCCCCC (iodooctane), C([O-])([O-])=O.[K+].[K+] (potassium carbonate). Solvent: CN(C)C=O (DMF), O (H2O). Product: [N+](=O)([O-])C1=C(C=C(C(=O)OC)C=C1)OCCCCCCCC (methyl 4-nitro-3-octoxybenzoate). Yield: 100.4%. As a reaction SMILES: [OH:1][C:2]1[CH:3]=[C:4]([CH:9]=[CH:10][C:11]=1[N+:12]([O-:14])=[O:13])[C:5]([O:7][CH3:8])=[O:6].I[CH2:16][CH2:17][CH2:18][CH2:19][CH2:20][CH2:21][CH2:22][CH3:23].C(=O)([O-])[O-].[K+].[K+]>CN(C=O)C.O>[N+:12]([C:11]1[CH:10]=[CH:9][C:4]([C:5]([O:7][CH3:8])=[O:6])=[CH:3][C:2]=1[O:1][CH2:16][CH2:17][CH2:18][CH2:19][CH2:20][CH2:21][CH2:22][CH3:23])([O-:14])=[O:13] |f:2.3.4|. Reported procedure: A slurry of methyl 3-hydroxy-4-nitrobenzoate (5.5 g, 0.028 mol), iodooctane (10.0 g, 0.042 mol) and potassium carbonate (20 g) in 100 mL DMF was stirred at 100° C. for 3 hours. The reaction mixture was cooled to room temperature, diluted with 500 mL H2O, then extracted with ether/ethyl acetate (9/1, 2×200 mL). The combined organic solution was washed with 400 mL H2O, dried over sodium sulfate, and concentrated to form methyl 4-nitro-3-octoxybenzoate as an off-white oil (8.7 g, 100%). The reactants are P(O)(=O)(OP(=O)(O)OP(=O)(O)O)OC[C@@H]1[C@H]([C@H]([C@@H](O1)N1C=NC=2C(N)=NC=NC12)O)N (3'-Amino-3'-deoxyadenosine 5'-triphosphate), C([O-])([O-])=O.[K+].[K+] (potassium carbonate), C1CC(=O)N(C1=O)OC(=O)CCC2=CC=C(C=C2)O (3-(4-Hydroxyphenyl) propionic acid N-hydroxysuccinimide ester). The solvent is O (water), CS(=O)C (DMSO). Conditions: time 24 hour. The product is P(O)(=O)(OP(=O)(O)OP(=O)(O)O)OC[C@@H]1[C@H]([C@H]([C@@H](O1)N1C=NC=2C(N)=NC=NC12)O)NC(CCC1=CC=C(C=C1)O)=O (3'-[3-(p-Hydroxyphenyl)propionylamino]-3'-deoxyadenosine 5'-triphosphate). Yield: 41.0%. Reaction SMILES: [P:1]([O:13][CH2:14][C@H:15]1[O:19][C@@H:18]([N:20]2[C:29]3[N:28]=[CH:27][N:26]=[C:24]([NH2:25])[C:23]=3[N:22]=[CH:21]2)[C@H:17]([OH:30])[C@@H:16]1[NH2:31])([O:4][P:5]([O:8][P:9]([OH:12])([OH:11])=[O:10])([OH:7])=[O:6])(=[O:3])[OH:2].C(=O)([O-])[O-].[K+].[K+].C1C(=O)N([O:45][C:46]([CH2:48][CH2:49][C:50]2[CH:55]=[CH:54][C:53]([OH:56])=[CH:52][CH:51]=2)=O)C(=O)C1>O.CS(C)=O>[P:1]([O:13][CH2:14][C@H:15]1[O:19][C@@H:18]([N:20]2[C:29]3[N:28]=[CH:27][N:26]=[C:24]([NH2:25])[C:23]=3[N:22]=[CH:21]2)[C@H:17]([OH:30])[C@@H:16]1[NH:31][C:46](=[O:45])[CH2:48][CH2:49][C:50]1[CH:55]=[CH:54][C:53]([OH:56])=[CH:52][CH:51]=1)([O:4][P:5]([O:8][P:9]([OH:11])([OH:12])=[O:10])([OH:7])=[O:6])(=[O:2])[OH:3] |f:1.2.3|. Procedure: 3'-Amino-3'-deoxyadenosine 5'-triphosphate (6 mg, 11 mmol) and potassium carbonate (7.2 mg, 55 mmol.) were dissolved in 0.8 ml of water. 3-(4-Hydroxyphenyl) propionic acid N-hydroxysuccinimide ester (27 mg, 0.1 mmol) in 0.4 ml of DMSO was added at room temperature, and the mixture was stirred for 24 hours at room temperature. The product was purified by the procedure described for 3'-acetylamino-3'-deoxyadenosine 5'-triphosphate (above); t=14 min (4.3 mg obtained, 41% yield). UV: lmax =259 nm. H... The reactants are CC(N)C1CCN(Cc2ccccc2)C1, Cc1ccc(S(=O)(=O)OCCF)cc1, [I-], [K+], CN(C)C=O. Yields the product CC(NCCF)C1CCN(Cc2ccccc2)C1. RXN SMILES: [CH2:17]([c:18]1[cH:19][cH:20][cH:21][cH:22][cH:23]1)[N:24]1[CH2:25][CH:26]([CH:29]([CH3:30])[NH2:31])[CH2:27][CH2:28]1.[CH3:3][c:4]1[cH:5][cH:6][c:7]([S:8]([O:9][CH2:14][CH2:15][F:16])(=[O:10])=[O:11])[cH:12][cH:13]1.[I-:2].[K+:1].[O:32]=[CH:33][N:34]([CH3:35])[CH3:36]>>[CH2:14]([CH2:15][F:16])[NH:31][CH:29]([CH:26]1[CH2:25][N:24]([CH2:17][c:18]2[cH:19][cH:20][cH:21][cH:22][cH:23]2)[CH2:28][CH2:27]1)[CH3:30]. The reactants are CNS(=O)(=O)c1cnccc1N, CO, CCOCC, CCOC(C)=O, CC=O, CC(C)O, Cl, [Na+], O=C([O-])O. Product: CC1Nc2ccncc2S(=O)(=O)N1C. Reaction SMILES: [CH3:1][NH:2][S:3](=[O:4])(=[O:5])[c:6]1[cH:7][n:8][cH:9][cH:10][c:11]1[NH2:12].[CH3:26][OH:27].[CH3:28][CH2:29][O:30][CH2:31][CH3:32].[CH3:33][CH2:34][O:35][C:36](=[O:37])[CH3:38].[CH:13]([CH3:14])=[O:15].[CH:22]([OH:23])([CH3:24])[CH3:25].[ClH:16].[Na+:21].[O-:17][C:18]([OH:19])=[O:20]>>[CH3:1][N:2]1[S:3](=[O:4])(=[O:5])[c:6]2[cH:7][n:8][cH:9][cH:10][c:11]2[NH:12][CH:13]1[CH3:14]. Reactants: Br, CCOC(=O)NC1CCc2ccc(CCNC(=O)OCc3ccccc3)cc2C1Cc1cccc(Cl)c1, CC(=O)O, ClCCl. The product is CCOC(=O)NC1CCc2ccc(CCN)cc2C1Cc1cccc(Cl)c1. As a reaction SMILES: [BrH:38].[CH2:1]([CH3:2])[O:3][C:4]([NH:5][CH:6]1[CH:7]([CH2:29][c:30]2[cH:31][c:32]([Cl:36])[cH:33][cH:34][cH:35]2)[c:8]2[cH:9][c:10]([CH2:16][CH2:17][NH:18][C:19]([O:20][CH2:21][c:22]3[cH:23][cH:24][cH:25][cH:26][cH:27]3)=[O:28])[cH:11][cH:12][c:13]2[CH2:14][CH2:15]1)=[O:37].[CH3:39][C:40](=[O:41])[OH:42].[Cl:43][CH2:44][Cl:45]>>[CH2:1]([CH3:2])[O:3][C:4]([NH:5][CH:6]1[CH:7]([CH2:29][c:30]2[cH:31][c:32]([Cl:36])[cH:33][cH:34][cH:35]2)[c:8]2[cH:9][c:10]([CH2:16][CH2:17][NH2:18])[cH:11][cH:12][c:13]2[CH2:14][CH2:15]1)=[O:37]. The reactants are C(C)OC(=O)C1=CC2=C(S1)C=CC=C2N2CCN(CC2)CCC2=CC=C(C=C2)Cl (ethyl-4-[4-[2-(4-chlorophenyl)ethyl]-1-piperazinyl]-benzo[b]thiophene-2-carboxylate), [H-].[Al+3].[Li+].[H-].[H-].[H-] (lithium aluminum hydride). Yields the product Cl.ClC1=CC=C(C=C1)CCN1CCN(CC1)C1=CC=CC=2SC(=CC21)CO (4-[4-[2-(4-chlorophenyl)ethyl]-1-piperazinyl]-benzo[b]thiophene-2-methanol monohydrochloride). Isolated yield 150.1%. RXN SMILES: C([O:3][C:4]([C:6]1[S:10][C:9]2[CH:11]=[CH:12][CH:13]=[C:14]([N:15]3[CH2:20][CH2:19][N:18]([CH2:21][CH2:22][C:23]4[CH:28]=[CH:27][C:26]([Cl:29])=[CH:25][CH:24]=4)[CH2:17][CH2:16]3)[C:8]=2[CH:7]=1)=O)C.[H-].[Al+3].[Li+].[H-].[H-].[H-]>>[ClH:29].[Cl:29][C:26]1[CH:27]=[CH:28][C:23]([CH2:22][CH2:21][N:18]2[CH2:19][CH2:20][N:15]([C:14]3[C:8]4[CH:7]=[C:6]([CH2:4][OH:3])[S:10][C:9]=4[CH:11]=[CH:12][CH:13]=3)[CH2:16][CH2:17]2)=[CH:24][CH:25]=1 |f:1.2.3.4.5.6,7.8|. Reported procedure: In an analogous manner to example 2, the title compound (0.89 g) as a white solid, mp 248°-249° C. dec., is prepared from ethyl-4-[4-[2-(4-chlorophenyl)ethyl]-1-piperazinyl]-benzo[b]thiophene-2-carboxylate (1.20 g, 2.80 mmol, prepared in example 18) and lithium aluminum hydride (0.21 g, 5.6 mmol). The title compound is recrystallized from methanol (25 mL) and acetonitrile (10 mL); 1H NMR (CD3OD) δ 7.58 (1H, d, J=8.8 Hz), 7.37 (5H, m), 7.28 (1H, t, J=7.9 Hz), 7.00 (1H, d, J=7.8 Hz), 4.87 (2H, s),... Starting materials: C[C@H]([C@@H]1[C@H]2CC(=C(N2C1=O)C(=O)O)SCCNC=N)O (imipenem). Run in ClCCl (dichloromethane). Reaction conditions: temperature 7.5 celsius, time 3 hour. Yields the product C[C@H]([C@@H]1[C@H]2CC(=C(N2C1=O)C(=O)O)SCCN=CN)O.O (imipenem monohydrate). As a reaction SMILES: [CH3:1][C@@H:2]([OH:20])[C@H:3]1[C:9](=[O:10])[N:8]2[C@@H:4]1[CH2:5][C:6]([S:14][CH2:15][CH2:16][NH:17][CH:18]=[NH:19])=[C:7]2[C:11]([OH:13])=[O:12]>ClCCl>[CH3:1][C@@H:2]([OH:20])[C@H:3]1[C:9](=[O:10])[N:8]2[C@@H:4]1[CH2:5][C:6]([S:14][CH2:15][CH2:16][N:17]=[CH:18][NH2:19])=[C:7]2[C:11]([OH:13])=[O:12].[OH2:10] |f:2.3|. Reported procedure: The reaction mixture containing imipenem obtained at step (d) Example 1 was stirred with dichloromethane (900 ml) maintaining pH between 7.0 to 8.0 and the aqueous layer separated. The aqueous portion was degassed to remove dichloromethane and given activated carbon treatment. The filtered aqueous solution was mixed with isopropanol (400 ml) and stirred at 5-10° C. for 3 hours. The crystalline product so obtained was filtered, washed with isopropropanol followed by acetone and dried at 35-40° C....